Dataset: the Open Reaction Database (ORD), a public repository of structured organic reaction records. Task: describe an organic reaction: reactants, conditions, products, and yield The product is Cc1ccc(C(=O)CCCOCCc2ccccc2)cc1. Reaction SMILES: [CH2:26]1[O:27][CH2:28][CH2:29][CH2:30]1.[CH3:2][c:3]1[cH:4][cH:5][c:6]([C:9]2([CH2:14][CH2:15][CH2:16][O:17][CH2:18][CH2:19][c:20]3[cH:21][cH:22][cH:23][cH:24][cH:25]3)[O:10][CH2:13][CH2:12][O:11]2)[cH:7][cH:8]1.[ClH:1]>>[CH3:2][c:3]1[cH:4][cH:5][c:6]([C:9](=[O:10])[CH2:14][CH2:15][CH2:16][O:17][CH2:18][CH2:19][c:20]2[cH:21][cH:22][cH:23][cH:24][cH:25]2)[cH:7][cH:8]1. Starting materials: C1CCOC1, Cc1ccc(C2(CCCOCCc3ccccc3)OCCO2)cc1, Cl. The reactants are NC=1C(=C(C(=C(C(=O)Cl)C1I)I)C(NC)=O)I (5-amino-3-methylcarbamoyl-2,4,6-triiodobenzoyl chloride), C(C)(=O)OCC(=O)Cl (acetoxyacetyl chloride). Reagents/catalysts: CN(C1=CC=NC=C1)C (4-dimethylaminopyridine). The solvent is CN(C(C)=O)C (N,N-dimethylacetamide). Run at temperature 0 celsius, time 16 hour. Yields the product C(C)(=O)OCC(=O)NC=1C(=C(C(=C(C(=O)Cl)C1I)I)C(NC)=O)I (5-Acetoxyacetamido-3-methylcarbamoyl-2,4,6-triiodobenzoyl chloride). The yield is 103.4%. As a reaction SMILES: [NH2:1][C:2]1[C:3]([I:17])=[C:4]([C:13](=[O:16])[NH:14][CH3:15])[C:5]([I:12])=[C:6]([C:10]=1[I:11])[C:7]([Cl:9])=[O:8].[C:18]([O:21][CH2:22][C:23](Cl)=[O:24])(=[O:20])[CH3:19]>CN(C)C(=O)C.CN(C)C1C=CN=CC=1>[C:18]([O:21][CH2:22][C:23]([NH:1][C:2]1[C:3]([I:17])=[C:4]([C:13](=[O:16])[NH:14][CH3:15])[C:5]([I:12])=[C:6]([C:10]=1[I:11])[C:7]([Cl:9])=[O:8])=[O:24])(=[O:20])[CH3:19]. Procedure: To a slurry of (2) (170 g, 0.29 mol) in 350 ml of N,N-dimethylacetamide (DMAc) was added 4-dimethylaminopyridine (DMAP) (1.86 g, 0.015 mol). The mixture was cooled to 0° C. and acetoxyacetyl chloride (62 ml, 78.6 g, 0.58 mol) was added dropwise, keeping the temperature <5° C. The mixture was stirred at 30° C. for 16 hours. The reaction mixture containing the solid white product was immersed in an ice bath for 2 hours, filtered, stirred with cold THF (1100 ml) for 1 hour, filtered and dried under...